From a dataset of the Open Reaction Database (ORD), a public repository of structured organic reaction records. describe an organic reaction: reactants, conditions, products, and yield The reactants are CN(C=O)C (dimethylformamide), BrC=1N=C(N(C1Br)CC1=CC2=C(OCO2)C=C1Cl)C1OCCO1 (4,5-dibromo-1-[(6-chloro-1,3-benzodioxol-5-yl) methyl]-2-(1,3-dioxolan-2yl)-1H-imidazole), O1CCCC1 (tetrahydrofuran), C(C)[Mg]Br (ethyl magnesium bromide). Run in C(C)(C)OC(C)C (isopropyl ether). Conditions: time 20 minute. The product is BrC=1N=C(N(C1C=O)CC1=CC2=C(OCO2)C=C1Cl)C1OCCO1 (4-bromo-1-[(6-chloro-1,3-benzodioxol-5-yl) methyl]-2-(1,3-dioxolan-2-yl)-1H-imidazole-5-carboxaldehyde). As a reaction SMILES: [Br:1][C:2]1[N:3]=[C:4]([CH:19]2[O:23][CH2:22][CH2:21][O:20]2)[N:5]([CH2:8][C:9]2[C:17]([Cl:18])=[CH:16][C:12]3[O:13][CH2:14][O:15][C:11]=3[CH:10]=2)[C:6]=1Br.[O:24]1CCC[CH2:25]1.C([Mg]Br)C.CN(C)C=O>C(OC(C)C)(C)C>[Br:1][C:2]1[N:3]=[C:4]([CH:19]2[O:23][CH2:22][CH2:21][O:20]2)[N:5]([CH2:8][C:9]2[C:17]([Cl:18])=[CH:16][C:12]3[O:13][CH2:14][O:15][C:11]=3[CH:10]=2)[C:6]=1[CH:25]=[O:24]. Procedure: 10 g of the product obtained in Stage 3 above is introduced into 200 ml of anhydrous tetrahydrofuran. 10 ml of ethyl magnesium bromide (3M solution in ethyl ether) is added and the reaction medium is left under agitation for 20 minutes at ambient temperature. Then an excess of anhydrous dimethylformamide is added. After 2 hours at ambient temperature, hydrolysis is carried out with 200 ml of 1N hydrochloric acid and extraction is carried out 3 times with 300 ml of ethyl acetate. The organic phas... Reactants: Cc1cccc(C(=O)Nc2cc(-c3ccc(F)cc3F)ccc2C(=O)OC(C)(C)C)c1C, O=C(O)C(F)(F)F. Yields the product Cc1cccc(C(=O)Nc2cc(-c3ccc(F)cc3F)ccc2C(=O)O)c1C. Reaction SMILES: [F:1][c:2]1[c:3](-[c:9]2[cH:10][c:11]([NH:22][C:23]([c:24]3[c:25]([CH3:31])[c:26]([CH3:30])[cH:27][cH:28][cH:29]3)=[O:32])[c:12]([C:13](=[O:14])[O:15][C:16]([CH3:17])([CH3:18])[CH3:19])[cH:20][cH:21]2)[cH:4][cH:5][c:6]([F:8])[cH:7]1.[OH:33][C:34]([C:35]([F:36])([F:37])[F:38])=[O:39]>>[F:1][c:2]1[c:3](-[c:9]2[cH:10][c:11]([NH:22][C:23]([c:24]3[c:25]([CH3:31])[c:26]([CH3:30])[cH:27][cH:28][cH:29]3)=[O:32])[c:12]([C:13](=[O:14])[OH:15])[cH:20][cH:21]2)[cH:4][cH:5][c:6]([F:8])[cH:7]1. Reactants: [Al+3], CCCCCCc1ccc(O)cc1O, [Cl-], [Cl-], [Cl-], Clc1nc(-c2ccccc2)nc(-c2ccccc2)n1, Cl, Cc1ccccc1C. The product is CCCCCCc1cc(-c2nc(-c3ccccc3)nc(-c3ccccc3)n2)c(O)cc1O. As a reaction SMILES: [Al+3:21].[CH2:24]([CH2:25][CH2:26][CH2:27][CH2:28][CH3:29])[c:30]1[c:31]([OH:37])[cH:32][c:33]([OH:34])[cH:35][cH:36]1.[Cl-:20].[Cl-:22].[Cl-:23].[Cl:1][c:2]1[n:3][c:4](-[c:14]2[cH:15][cH:16][cH:17][cH:18][cH:19]2)[n:5][c:6](-[c:8]2[cH:9][cH:10][cH:11][cH:12][cH:13]2)[n:7]1.[ClH:38].[c:39]1([CH3:40])[c:41]([CH3:42])[cH:43][cH:44][cH:45][cH:46]1>>[c:2]1(-[c:35]2[c:33]([OH:34])[cH:32][c:31]([OH:37])[c:30]([CH2:24][CH2:25][CH2:26][CH2:27][CH2:28][CH3:29])[cH:36]2)[n:3][c:4](-[c:14]2[cH:15][cH:16][cH:17][cH:18][cH:19]2)[n:5][c:6](-[c:8]2[cH:9][cH:10][cH:11][cH:12][cH:13]2)[n:7]1.